Task: describe an organic reaction: reactants, conditions, products, and yield. Dataset: the Open Reaction Database (ORD), a public repository of structured organic reaction records Starting materials: C(C)I (Ethyl iodide), C(#C)C=1C=C(CCOCCC(=O)OC(C)(C)C)C=CC1 (tert-butyl 3-(3-ethynylphenethoxy)propanoate), [N-]=[N+]=[N-].[Na+] (sodium azide), O (water). The reagents and catalysts are [Cu]I (copper (I) iodide). The solvent is C(C)(=O)OCC (ethyl acetate), N (ammonia). Conditions: temperature 70 celsius, time 30 minute. The product is C(C)N1N=NC(=C1)C=1C=C(CCOCCC(=O)OC(C)(C)C)C=CC1 (tert-Butyl 3-(3-(1-ethyl-1H-1,2,3-triazol-4-yl)phenethoxy)propanoate). As a reaction SMILES: [CH2:1](I)[CH3:2].[C:4]([C:6]1[CH:7]=[C:8]([CH:21]=[CH:22][CH:23]=1)[CH2:9][CH2:10][O:11][CH2:12][CH2:13][C:14]([O:16][C:17]([CH3:20])([CH3:19])[CH3:18])=[O:15])#[CH:5].[N-:24]=[N+:25]=[N-:26].[Na+].O>C(OCC)(=O)C.N.[Cu]I>[CH2:1]([N:24]1[CH:5]=[C:4]([C:6]2[CH:7]=[C:8]([CH:21]=[CH:22][CH:23]=2)[CH2:9][CH2:10][O:11][CH2:12][CH2:13][C:14]([O:16][C:17]([CH3:19])([CH3:20])[CH3:18])=[O:15])[N:26]=[N:25]1)[CH3:2] |f:2.3|. Reported procedure: Ethyl iodide (0.216 mL) was added in one portion to a mixture of tert-butyl 3-(3-ethynylphenethoxy)propanoate [Example 4, Step ii)] (564 mg), sodium azide (160 mg) tert-butanol (0.25 mL), water (1 mL) and copper (I) iodide (39 mg) and sealed into a microwave tube. The reaction was heated to 70° C., over a period of 6 h in a microwave reactor. The reaction mixture was diluted with ethyl acetate and 35% ammonia was added. The mixture was stirred for 30 min and separated. The organic layer was drie... Run at time 15 minute. Reactants: Cl.NC(C(=O)N1CCC(CC1)C1=CC=C(C=C1)Cl)C(C)C (2-amino-1-(4-(4-chlorophenyl)piperidin-1-yl)-3-methylbutan-1-one hydrochloride), C=1C=CC2=C(C1)N=NN2O (HOBt), C1(=CC=CC=C1)CC(=O)O (phenylacetic acid), C(CCl)Cl (EDC). As a reaction SMILES: C1C=CC2N(O)N=NC=2C=1.[C:11]1([CH2:17][C:18]([OH:20])=O)[CH:16]=[CH:15][CH:14]=[CH:13][CH:12]=1.C(Cl)CCl.Cl.[NH2:26][CH:27]([CH:43]([CH3:45])[CH3:44])[C:28]([N:30]1[CH2:35][CH2:34][CH:33]([C:36]2[CH:41]=[CH:40][C:39]([Cl:42])=[CH:38][CH:37]=2)[CH2:32][CH2:31]1)=[O:29]>CN(C=O)C.CCN(C(C)C)C(C)C.CO>[Cl:42][C:39]1[CH:40]=[CH:41][C:36]([CH:33]2[CH2:32][CH2:31][N:30]([C:28](=[O:29])[CH:27]([NH:26][C:18](=[O:20])[CH2:17][C:11]3[CH:12]=[CH:13][CH:14]=[CH:15][CH:16]=3)[CH:43]([CH3:45])[CH3:44])[CH2:35][CH2:34]2)=[CH:37][CH:38]=1 |f:3.4|. The solvent is CCN(C(C)C)C(C)C (DIEA), CN(C)C=O (DMF), CO (MeOH), CN(C)C=O (DMF). Procedure: A reaction tube was charged with HOBt (10 mg), phenylacetic acid (12 mg) and EDC (14 mg) in DMF (0.7 mL). The resulting mixture was agitated at rt. for 15 min, and then a solution of 2-amino-1-(4-(4-chlorophenyl)piperidin-1-yl)-3-methylbutan-1-one hydrochloride (20 mg) in DIEA (50 μL) and DMF (250 μL) was added and the resulting mixture was shaken overnight at rt. At the conclusion of this period, the resulting solution was diluted with MeOH and purified by preparative LC-MS to provide Example 9... Product: ClC1=CC=C(C=C1)C1CCN(CC1)C(C(C(C)C)NC(CC1=CC=CC=C1)=O)=O (N-(1-(4-(4-chlorophenyl)piperidin-1-yl)-3-methyl-1-oxobutan-2-yl)-2-phenylacetamide). Starting materials: FC(C(CC(=O)OCC)=O)(F)F (Ethyl trifluoroacetoacetate), FC(C=1C=CC(=NC1)N1CCC(CC1)C1=NNC(=C1)N)(F)F (3-{1-[5-(trifluoromethyl)pyridin-2-yl]piperidin-4-yl}-1H-pyrazol-5-amine), C([O-])(O)=O.[Na+] (sodium bicarbonate). Run in C(C)(=O)O (acetic acid). Run at temperature 60 celsius, time 2 hour. The product is OC1(C2=C(NC(C1)=O)NN=C2C2CCN(CC2)C2=NC=C(C=C2)C(F)(F)F)C(F)(F)F (4-Hydroxy-4-(trifluoromethyl)-3-{1-[5-(trifluoromethyl)pyridin-2-yl]piperidin-4-yl}-1,4,5,7-tetrahydro-6H-pyrazolo[3,4-b]pyridin-6-one). Isolated yield 48.0%. RXN SMILES: [F:1][C:2]([F:12])([F:11])[C:3](=[O:10])[CH2:4][C:5]([O:7]CC)=O.[F:13][C:14]([F:34])([F:33])[C:15]1[CH:16]=[CH:17][C:18]([N:21]2[CH2:26][CH2:25][CH:24]([C:27]3[CH:31]=[C:30]([NH2:32])[NH:29][N:28]=3)[CH2:23][CH2:22]2)=[N:19][CH:20]=1.C(=O)(O)[O-].[Na+]>C(O)(=O)C>[OH:10][C:3]1([C:2]([F:1])([F:11])[F:12])[CH2:4][C:5](=[O:7])[NH:32][C:30]2[NH:29][N:28]=[C:27]([CH:24]3[CH2:25][CH2:26][N:21]([C:18]4[CH:17]=[CH:16][C:15]([C:14]([F:13])([F:34])[F:33])=[CH:20][N:19]=4)[CH2:22][CH2:23]3)[C:31]1=2 |f:2.3|. Procedure: Ethyl trifluoroacetoacetate (1.50 g, 8.15 mmol) was added to a solution of 3-{1-[5-(trifluoromethyl)pyridin-2-yl]piperidin-4-yl}-1H-pyrazol-5-amine (880 mg, 2.83 mmol) produced in Reference Example 10 in acetic acid (10 mL), and the mixture was stirred at 60° C. for 2 hours. A saturated sodium bicarbonate aqueous solution was added to the reaction solution, followed by extraction with ethyl acetate three times. The obtained organic layer was washed with brine and dried over anhydrous magnesium s...